This data is from the Open Reaction Database (ORD), a public repository of structured organic reaction records. The task is: describe an organic reaction: reactants, conditions, products, and yield Starting materials: CC(CO[C@@H](C(=O)OC)[C@H](C(=O)OC)OCC(=C)C)=C ((2R,3R)-dimethyl 2,3-bis((2-methylallyl)oxy)succinate), solution, [H-].[H-].[H-].[H-].[Li+].[Al+3] (LAH). Run in C1CCOC1 (THF), C1CCOC1 (THF). Conditions: time 2 hour. Yields the product CC(CO[C@@H](CO)[C@H](CO)OCC(=C)C)=C ((2S,3S)-2,3-bis((2-methylallyl)oxy)butane-1,4-diol). Isolated yield 92.0%. RXN SMILES: [CH3:1][C:2](=[CH2:20])[CH2:3][O:4][C@H:5]([C@@H:10]([O:15][CH2:16][C:17]([CH3:19])=[CH2:18])[C:11](OC)=[O:12])[C:6](OC)=[O:7].[H-].[H-].[H-].[H-].[Li+].[Al+3]>C1COCC1>[CH3:20][C:2](=[CH2:1])[CH2:3][O:4][C@H:5]([C@@H:10]([O:15][CH2:16][C:17]([CH3:19])=[CH2:18])[CH2:11][OH:12])[CH2:6][OH:7] |f:1.2.3.4.5.6|. Procedure: To a solution of (2R,3R)-dimethyl 2,3-bis((2-methylallyl)oxy)succinate (14.7 g, 51.3 mmol) in THF (130 mL) at 0° C. was added slowly a 1.0 M solution of LAH in THF (257 mL, 257 mmol). The mixture was warmed to room temperature and stirred for 2 h, carefully quenched by the addition of EtOAc at 0° C., and then treated with a saturated aqueous solution of potassium sodium tartrate (Rochelle's salt). The phases were separated and the aqueous layer was extracted with EtOAc. The combined organic phas... The reactants are BrC1=CC=C(C(=O)N([C@H]2[C@@H](C(CCC2)=O)N2CCCC2)C)C=C1 (trans-(±)-4-bromo-N-methyl-N-[3-oxo-2-(1-pyrrolidinyl)cyclohexyl]benzamide), COC(OC)OC (trimethylorthoformate), Cl (hydrogen chloride). The solvent is CO (methanol). The product is 4-bromo-N-methyl-N-[3,3-dimethoxy)-2-(1-pyrrolidinyl)cyclohexyl, C(C1=CC=CC=C1)(=O)N (benzamide). RXN SMILES: Br[C:2]1[CH:23]=[CH:22][C:5]([C:6]([N:8](C)[C@@H]2CCCC(=O)[C@H]2N2CCCC2)=[O:7])=[CH:4][CH:3]=1.COC(OC)OC.Cl>CO>[C:6]([NH2:8])(=[O:7])[C:5]1[CH:22]=[CH:23][CH:2]=[CH:3][CH:4]=1. Procedure: To a solution of 1.0 g of trans-(±)-4-bromo-N-methyl-N-[3-oxo-2-(1-pyrrolidinyl)cyclohexyl]benzamide, prepared as described in Example 1C above, in fifty ml of dry methanol there is added 5 ml of trimethylorthoformate and 0.5 ml of 4M methanolic hydrogen chloride. The resulting mixture is refluxed for about 16 hours, cooled, and the solvent is removed in vacuo. The residual oil is crystallized from a hot methanol solution thereof diluted with diethyl ether until the mixture becomes cloudy to obt... Starting materials: COC(=O)c1cc(-c2ccccc2)c(Br)s1, C=C(C)B1OC(C)(C)C(C)(C)O1, O=C([O-])[O-], CC(=O)[O-], CC(=O)[O-], [Cl-], [NH4+], [Na+], [Na+], C1COCCO1, [Pd+2], c1ccc(P(c2ccccc2)c2ccccc2)cc1. Product: C=C(C)c1sc(C(=O)OC)cc1-c1ccccc1. RXN SMILES: [Br:1][c:2]1[c:3](-[c:11]2[cH:12][cH:13][cH:14][cH:15][cH:16]2)[cH:4][c:5]([C:7](=[O:8])[O:9][CH3:10])[s:6]1.[C:17](=[CH2:18])([CH3:19])[B:20]1[O:21][C:22]([CH3:23])([CH3:24])[C:25]([CH3:26])([CH3:27])[O:28]1.[C:29](=[O:30])([O-:31])[O-:32].[C:62]([O-:63])(=[O:64])[CH3:65].[C:67]([O-:68])(=[O:69])[CH3:70].[Cl-:54].[NH4+:55].[Na+:33].[Na+:34].[O:56]1[CH2:57][CH2:58][O:59][CH2:60][CH2:61]1.[Pd+2:66].[c:35]1([P:36]([c:37]2[cH:38][cH:39][cH:40][cH:41][cH:42]2)[c:43]2[cH:44][cH:45][cH:46][cH:47][cH:48]2)[cH:49][cH:50][cH:51][cH:52][cH:53]1>>[c:2]1([C:17](=[CH2:18])[CH3:19])[c:3](-[c:11]2[cH:12][cH:13][cH:14][cH:15][cH:16]2)[cH:4][c:5]([C:7](=[O:8])[O:9][CH3:10])[s:6]1.